describe an organic reaction: reactants, conditions, products, and yield From a dataset of the Open Reaction Database (ORD), a public repository of structured organic reaction records. The reactants are NC1=NC=C(C=C1)Cl (2-amino-5-chloropyridine), ClC1=CC=C2C(C(=O)OC(N2)=O)=C1 (5-chloroisatoic anhydride), C[Si](C)(C)[N-][Si](C)(C)C.[K+] (potassium bis(trimethylsilyl)amide), C1(=CC=CC=C1)C (toluene). Run in O1CCCC1 (tetrahydrofuran). Conditions: temperature -78 celsius, time 0.5 hour. Yields the product ClC=1C=CC(=NC1)C(=O)N (5-chloro(2-pyridyl)carboxamide). The yield is 177.8%. RXN SMILES: N[C:2]1[CH:7]=[CH:6][C:5]([Cl:8])=[CH:4][N:3]=1.C[Si]([N-][Si](C)(C)C)(C)C.[K+].C1(C)C=CC=CC=1.ClC1C=C2C([O:34][C:35](=O)[NH:36]C2=CC=1)=O>O1CCCC1>[Cl:8][C:5]1[CH:6]=[CH:7][C:2]([C:35]([NH2:36])=[O:34])=[N:3][CH:4]=1 |f:1.2|. Reported procedure: To a solution of 2-amino-5-chloropyridine (328 mg, 2.55 mmol) in tetrahydrofuran (5 ml) was 0.5M potassium bis(trimethylsilyl)amide in toluene (10 ml, 5.05 mmol) dropwise at −78° C. After stirred for additional 0.5 hr at −78° C., the mixture was added 5-chloroisatoic anhydride (0.5 g, 2.55 mmol) at −78° C. The mixture was warmed up to r.t gradually and stirred overnight. After quenched by saturated ammonium chloride solution, the mixture was extracted by ethyl acetate. The organic layer was drie...